Task: describe an organic reaction: reactants, conditions, products, and yield. Dataset: the Open Reaction Database (ORD), a public repository of structured organic reaction records Reactants: NC=1C=C(C=CC1N)C=1C(CC(NN1)=O)C (6-(3,4-diaminophenyl)-5-methyl-4,5-dihydropyridazin-3(2H)one), C(C(=O)C1=CC=CC=C1)Br (phenacyl bromide), C(C)(=O)[O-].[Na+] (sodium acetate). Run in C(C)O (ethanol). Conditions: time 3.5 hour. Yields the product CC1CC(NN=C1C=1C=C2NCC(NC2=CC1)C1=CC=CC=C1)=O (4,5-dihydro-5-methyl-6-(2,4-dihydro-2-phenyl-6-quinoxalinyl)pyridazin-3(2H)one). As a reaction SMILES: [NH2:1][C:2]1[CH:3]=[C:4]([C:9]2[CH:10]([CH3:16])[CH2:11][C:12](=[O:15])[NH:13][N:14]=2)[CH:5]=[CH:6][C:7]=1[NH2:8].[CH2:17](Br)[C:18]([C:20]1[CH:25]=[CH:24][CH:23]=[CH:22][CH:21]=1)=O.C([O-])(=O)C.[Na+]>C(O)C>[CH3:16][CH:10]1[C:9]([C:4]2[CH:3]=[C:2]3[C:7](=[CH:6][CH:5]=2)[NH:8][CH:18]([C:20]2[CH:25]=[CH:24][CH:23]=[CH:22][CH:21]=2)[CH2:17][NH:1]3)=[N:14][NH:13][C:12](=[O:15])[CH2:11]1 |f:2.3|. Reported procedure: A solution containing 0.3 g of 6-(3,4-diaminophenyl)-5-methyl-4,5-dihydropyridazin-3(2H)one, 0.3 g of phenacyl bromide and 0.14 g of sodium acetate in 2.6 ml of ethanol was stirred for 3.5 h at room temperature. The product was washed with water and ethanol. Yield 0.1 g (23%), m.p. 209°-215° C. Reactants: Cc1cc(Cc2ccccc2Br)oc1C, CN(C)C=O, COc1c(C(C)C)cc(C(=O)O)cc1C(C)C, O=C(Cl)C(=O)Cl, ClCCl, Cl[Sn](Cl)(Cl)Cl. Product: COc1c(C(C)C)cc(C(=O)c2c(Cc3ccccc3Br)oc(C)c2C)cc1C(C)C. Reaction SMILES: [Br:29][c:30]1[c:31]([CH2:32][c:33]2[o:34][c:35]([CH3:39])[c:36]([CH3:38])[cH:37]2)[cH:40][cH:41][cH:42][cH:43]1.[CH3:47][N:48]([CH3:49])[CH:50]=[O:51].[CH:1]([CH3:2])([CH3:3])[c:4]1[cH:5][c:6]([C:7](=[O:8])[OH:9])[cH:10][c:11]([CH:15]([CH3:16])[CH3:17])[c:12]1[O:13][CH3:14].[Cl:18][C:19]([C:20]([Cl:21])=[O:22])=[O:23].[Cl:44][CH2:45][Cl:46].[Sn:24]([Cl:25])([Cl:26])([Cl:27])[Cl:28]>>[CH:1]([CH3:2])([CH3:3])[c:4]1[cH:5][c:6]([C:7](=[O:9])[c:37]2[c:33]([CH2:32][c:31]3[c:30]([Br:29])[cH:43][cH:42][cH:41][cH:40]3)[o:34][c:35]([CH3:39])[c:36]2[CH3:38])[cH:10][c:11]([CH:15]([CH3:16])[CH3:17])[c:12]1[O:13][CH3:14].